This data is from the Open Reaction Database (ORD), a public repository of structured organic reaction records. The task is: describe an organic reaction: reactants, conditions, products, and yield The reactants are [OH-].[Na+] (sodium hydroxide), OC1=C(C=C2C(=CC=NC2=C1)OC=1C(=NC2=CC=CC=C2C1)C(C)=O)OC (1-[3-(7-Hydroxy-6-methoxy-quinolin-4-yloxy)-quinolin-2-yl]-ethanone), OC1=C(C=C2C(=CC=NC2=C1)OC=1C(=NC2=CC=CC=C2C1)C(C)=O)OC (1-[3-(7-Hydroxy-6-methoxy-quinolin-4-yloxy)-quinolin-2-yl]-ethanone), C1(=CC=CC=C1)P(C1=CC=CC=C1)C1=CC=CC=C1 (Triphenylphosphine), CC1(OCC(CO1)CO)C ((2,2-dimethyl-[1,3]dioxan-5-yl)-methanol), CCOC(=O)/N=N/C(=O)OCC (diethylazodicarboxylate), S(O)(O)(=O)=O (sulfuric acid). Yield: 75.5%. Product: OCC(COC1=C(C=C2C(=CC=NC2=C1)OC=1C(=NC2=CC=CC=C2C1)C(C)=O)OC)CO (1-{3-[7-(3-Hydroxy-2-hydroxymethyl-propoxy)-6-methoxy-quinolin-4-yloxy]-quinolin-2-yl}-ethanone). Procedure details: 1-[3-(7-Hydroxy-6-methoxy-quinolin-4-yloxy)-quinolin-2-yl]-ethanone (compound 390) (50 mg) was dissolved in tetrahydrofuran (1 ml) to prepare a solution. Triphenylphosphine (73 mg), (2,2-dimethyl-[1,3]dioxan-5-yl)-methanol (24 mg), and diethylazodicarboxylate (0.05 ml) were added to the solution, and the mixture was stirred at room temperature for 4 hr. Further, 1 N sulfuric acid (3 ml) was added thereto, and the mixture was stirred at room temperature overnight. The reaction solution was brough... Conditions: time 4 hour. As a reaction SMILES: [OH:1][C:2]1[CH:11]=[C:10]2[C:5]([C:6]([O:12][C:13]3[C:14]([C:23](=[O:25])[CH3:24])=[N:15][C:16]4[C:21]([CH:22]=3)=[CH:20][CH:19]=[CH:18][CH:17]=4)=[CH:7][CH:8]=[N:9]2)=[CH:4][C:3]=1[O:26][CH3:27].C1(P(C2C=CC=CC=2)C2C=CC=CC=2)C=CC=CC=1.CC1(C)[O:53][CH2:52][CH:51]([CH2:54]O)[CH2:50][O:49]1.CCOC(/N=N/C(OCC)=O)=O.S(=O)(=O)(O)O.[OH-].[Na+]>O1CCCC1.O>[OH:49][CH2:50][CH:51]([CH2:52][OH:53])[CH2:54][O:1][C:2]1[CH:11]=[C:10]2[C:5]([C:6]([O:12][C:13]3[C:14]([C:23](=[O:25])[CH3:24])=[N:15][C:16]4[C:21]([CH:22]=3)=[CH:20][CH:19]=[CH:18][CH:17]=4)=[CH:7][CH:8]=[N:9]2)=[CH:4][C:3]=1[O:26][CH3:27] |f:5.6|. Run in O (Water), O1CCCC1 (tetrahydrofuran). The reactants are O=C([O-])[O-], CN(C)C=O, ClC(Cl)=CCOc1cc(Cl)c(OCCCBr)c(Cl)c1, Oc1ccc(C(F)(F)F)cc1, [K+], [K+]. Product: FC(F)(F)c1ccc(OCCCOc2c(Cl)cc(OCC=C(Cl)Cl)cc2Cl)cc1. RXN SMILES: [C:31](=[O:32])([O-:33])[O-:34].[CH3:37][N:38]([CH3:39])[CH:40]=[O:41].[Cl:1][c:2]1[cH:3][c:4]([O:14][CH2:15][CH:16]=[C:17]([Cl:18])[Cl:19])[cH:5][c:6]([Cl:13])[c:7]1[O:8][CH2:9][CH2:10][CH2:11][Br:12].[F:20][C:21]([c:22]1[cH:23][cH:24][c:25]([OH:28])[cH:26][cH:27]1)([F:29])[F:30].[K+:35].[K+:36]>>[Cl:1][c:2]1[cH:3][c:4]([O:14][CH2:15][CH:16]=[C:17]([Cl:18])[Cl:19])[cH:5][c:6]([Cl:13])[c:7]1[O:8][CH2:9][CH2:10][CH2:11][O:28][c:25]1[cH:24][cH:23][c:22]([C:21]([F:20])([F:29])[F:30])[cH:27][cH:26]1. The reactants are CC(C)(C)OC(=O)CC#N, C1CCOC1, O=C(Cl)CCl, [H-], [H][H], [Na+]. Yields the product CC(C)(C)OC(=O)C(C#N)=C(O)CCl. RXN SMILES: [C:1](#[N:2])[CH2:3][C:4](=[O:5])[O:6][C:7]([CH3:8])([CH3:9])[CH3:10].[CH2:20]1[O:21][CH2:22][CH2:23][CH2:24]1.[Cl:15][CH2:16][C:17](=[O:18])[Cl:19].[H-:12].[H:13][H:14].[Na+:11]>>[C:1](#[N:2])[C:3]([C:4](=[O:5])[O:6][C:7]([CH3:8])([CH3:9])[CH3:10])=[C:17]([CH2:16][Cl:15])[OH:18]. The reactants are C1=CC=C(C(=C1)C=O)C=O (o-phthalicdicarboxaldehyde), C(=O)(OCC)C1=CC=C(C=C1)N=C=O (p-carbethoxyphenylisocyanate). Run in C(Cl)(Cl)Cl (CHCl3). Conditions: temperature 170 celsius. The product is O=C1N(CC2=CC=CC=C12)C1=CC=C(C(=O)OCC)C=C1 (4-(1,3-Dihydro-1-oxo-2H-isoindol-2-yl)benzoic acid, ethyl ester). Reaction SMILES: [CH:1]1[CH:6]=[C:5]([CH:7]=O)[C:4]([CH:9]=[O:10])=[CH:3][CH:2]=1.[C:11]([C:16]1[CH:21]=[CH:20][C:19]([N:22]=C=O)=[CH:18][CH:17]=1)([O:13][CH2:14][CH3:15])=[O:12]>C(Cl)(Cl)Cl>[O:10]=[C:9]1[C:4]2[C:5](=[CH:6][CH:1]=[CH:2][CH:3]=2)[CH2:7][N:22]1[C:19]1[CH:18]=[CH:17][C:16]([C:11]([O:13][CH2:14][CH3:15])=[O:12])=[CH:21][CH:20]=1. Procedure: A mixture of o-phthalicdicarboxaldehyde (17.54 g, 0.131 mol) and p-carbethoxyphenylisocyanate (25.0 g, 0.131 mol) is heated in an oil bath at 170° C. for 4.0 hours under nitrogen atmosphere. The hot melt is then slowly poured into CHCl3 (300 ml). The solution is then evaporated to dryness when a solid residue is obtained. The crude 4-(1,3-dihydro-1-oxo-2H-isoindol-2-yl)benzoic acid, ethyl ester is triturated with isopropyl ether and then recrystallized from CH2Cl2 --isopropyl ether (1:1, 300 ml)... As a reaction SMILES: [C:3]([CH3:4])([CH3:5])([CH3:6])[O:7][OH:8].[C:9]([CH3:10])([CH3:11])([CH3:12])[N:13]=[N:14][C:15]([CH3:16])([Cl:17])[c:18]1[cH:19][cH:20][cH:21][cH:22][cH:23]1.[CH3:24][OH:25].[Na+:2].[OH-:1]>>[C:3]([CH3:4])([CH3:5])([CH3:6])[O:7][O:8][C:15]([N:14]=[N:13][C:9]([CH3:10])([CH3:11])[CH3:12])([CH3:16])[c:18]1[cH:19][cH:20][cH:21][cH:22][cH:23]1. Reactants: CC(C)(C)OO, CC(C)(C)N=NC(C)(Cl)c1ccccc1, CO, [Na+], [OH-]. Yields the product CC(C)(C)N=NC(C)(OOC(C)(C)C)c1ccccc1.